This data is from the Open Reaction Database (ORD), a public repository of structured organic reaction records. The task is: describe an organic reaction: reactants, conditions, products, and yield Starting materials: [OH-].[Na+] (sodium hydroxide), C(C)OC(COC1=C(C=C(C=C1)SC1=CC(=CC(=C1)C#CCN1CCOCC1)OCC1=CC=C(C=C1)Cl)C)=O ({4-[3-(4-Chloro-benzyloxy)-5-(3-morpholin-4-yl-prop-1-ynyl)-phenylsulfanyl]-2-methyl-phenoxy}-acetic acid ethyl ester), Cl (hydrochloric acid). The solvent is C(C)O (ethanol). Conditions: time 1 hour. Product: ClC1=CC=C(COC=2C=C(C=C(C2)C#CCN2CCOCC2)SC2=CC(=C(OCC(=O)O)C=C2)C)C=C1 ({4-[3-(4-Chloro-benzyloxy)-5-(3-morpholin-4-yl-prop-1-ynyl)-phenylsulfanyl]-2-methyl-phenoxy}-acetic Acid). RXN SMILES: C([O:3][C:4](=[O:39])[CH2:5][O:6][C:7]1[CH:12]=[CH:11][C:10]([S:13][C:14]2[CH:19]=[C:18]([C:20]#[C:21][CH2:22][N:23]3[CH2:28][CH2:27][O:26][CH2:25][CH2:24]3)[CH:17]=[C:16]([O:29][CH2:30][C:31]3[CH:36]=[CH:35][C:34]([Cl:37])=[CH:33][CH:32]=3)[CH:15]=2)=[CH:9][C:8]=1[CH3:38])C.[OH-].[Na+].Cl>C(O)C>[Cl:37][C:34]1[CH:33]=[CH:32][C:31]([CH2:30][O:29][C:16]2[CH:15]=[C:14]([S:13][C:10]3[CH:11]=[CH:12][C:7]([O:6][CH2:5][C:4]([OH:39])=[O:3])=[C:8]([CH3:38])[CH:9]=3)[CH:19]=[C:18]([C:20]#[C:21][CH2:22][N:23]3[CH2:28][CH2:27][O:26][CH2:25][CH2:24]3)[CH:17]=2)=[CH:36][CH:35]=1 |f:1.2|. Procedure details: {4-[3-(4-Chloro-benzyloxy)-5-(3-morpholin-4-yl-prop-1-ynyl)-phenylsulfanyl]-2-methyl-phenoxy}-acetic acid ethyl ester (140 mg; 0.28 mmol) was dissolved in ethanol (15 mL), and aqueous 1 N sodium hydroxide (3 mL) was added. The reaction mixture was stirred for 1 h, acidified with 1 N aqueous hydrochloric acid, and extracted with ethyl acetate. The organic phase was dried and evaporated to dryness. Yield: 180 mg. HPLC-MS: m/z: 538.0 (M+); Rt: 1.84 min. δH (400 MHz; CDCl3) 2.27 (s, 3H), 3.15-3.30 (...